This data is from the Open Reaction Database (ORD), a public repository of structured organic reaction records. The task is: describe an organic reaction: reactants, conditions, products, and yield The product is CC(O)c1nc2c(cc1F)CC1CNCC(C)N21. As a reaction SMILES: [C:1]([O:2][C:3](=[O:4])[N:8]1[CH2:9][CH:10]2[CH2:11][c:12]3[cH:13][c:14]([F:25])[c:15]([CH:22]([CH3:23])[OH:24])[n:16][c:17]3[N:18]2[CH:19]([CH3:21])[CH2:20]1)([CH3:5])([CH3:6])[CH3:7].[ClH:32].[O:26]1[CH2:27][CH2:28][O:29][CH2:30][CH2:31]1>>[NH:8]1[CH2:9][CH:10]2[CH2:11][c:12]3[cH:13][c:14]([F:25])[c:15]([CH:22]([CH3:23])[OH:24])[n:16][c:17]3[N:18]2[CH:19]([CH3:21])[CH2:20]1. Reactants: CC(O)c1nc2c(cc1F)CC1CN(C(=O)OC(C)(C)C)CC(C)N21, Cl, C1COCCO1. The reactants are C, CN(C)CCCCc1ccc(CCCCN(C)C)c([N+](=O)[O-])c1, CO, Cl, [Pd]. Yields the product CN(C)CCCCc1ccc(CCCCN(C)C)c(N)c1. As a reaction SMILES: [C:27].[CH3:1][N:2]([CH2:3][CH2:4][CH2:5][CH2:6][c:7]1[c:8]([N+:20]([O-:21])=[O:22])[cH:9][c:10]([CH2:13][CH2:14][CH2:15][CH2:16][N:17]([CH3:18])[CH3:19])[cH:11][cH:12]1)[CH3:23].[CH3:24][OH:25].[ClH:26].[Pd:28]>>[CH3:1][N:2]([CH2:3][CH2:4][CH2:5][CH2:6][c:7]1[c:8]([NH2:20])[cH:9][c:10]([CH2:13][CH2:14][CH2:15][CH2:16][N:17]([CH3:18])[CH3:19])[cH:11][cH:12]1)[CH3:23]. Starting materials: ClC1=NC(=CC(=N1)N1[C@H](COCC1)C)CS(=O)(=O)C (2-Chloro-4-[(3S)-3-methylmorpholin-4-yl]-6-(methylsulfonylmethyl)pyrimidine), CC(C)(C)OC(=O)NC1=CC=C(C=C1)B(O)O ([4-[(2-Methylpropan-2-yl)oxycarbonylamino]phenyl]boronic acid), C([O-])([O-])=O.[Na+].[Na+] (sodium carbonate), O (water). The reagents and catalysts are Cl[Pd]([P](C1=CC=CC=C1)(C2=CC=CC=C2)C3=CC=CC=C3)([P](C4=CC=CC=C4)(C5=CC=CC=C5)C6=CC=CC=C6)Cl (dichlorobis(triphenylphosphine)palladium). Solvent: CN(C)C=O (DMF), COCCOC (DME), C(C)O (ethanol). Run at temperature 90 celsius. The product is C[C@@H]1N(CCOC1)C1=NC(=NC(=C1)CS(=O)(=O)C)C1=CC=C(C=C1)NC(OC(C)(C)C)=O (tert-Butyl N-[4-[4-[(3S)-3-methylmorpholin-4-yl]-6-(methylsulfonylmethyl)pyrimidin-2-yl]phenyl]carbamate). Isolated yield 35.0%. As a reaction SMILES: Cl[C:2]1[N:7]=[C:6]([N:8]2[CH2:13][CH2:12][O:11][CH2:10][C@@H:9]2[CH3:14])[CH:5]=[C:4]([CH2:15][S:16]([CH3:19])(=[O:18])=[O:17])[N:3]=1.O.[CH3:21][C:22]([O:25][C:26]([NH:28][C:29]1[CH:34]=[CH:33][C:32](B(O)O)=[CH:31][CH:30]=1)=[O:27])([CH3:24])[CH3:23].C(=O)([O-])[O-].[Na+].[Na+]>CN(C=O)C.COCCOC.Cl[Pd](Cl)([P](C1C=CC=CC=1)(C1C=CC=CC=1)C1C=CC=CC=1)[P](C1C=CC=CC=1)(C1C=CC=CC=1)C1C=CC=CC=1.C(O)C>[CH3:14][C@H:9]1[CH2:10][O:11][CH2:12][CH2:13][N:8]1[C:6]1[CH:5]=[C:4]([CH2:15][S:16]([CH3:19])(=[O:18])=[O:17])[N:3]=[C:2]([C:32]2[CH:31]=[CH:30][C:29]([NH:28][C:26](=[O:27])[O:25][C:22]([CH3:23])([CH3:21])[CH3:24])=[CH:34][CH:33]=2)[N:7]=1 |f:3.4.5,^1:57,76|. Procedure: 2-Chloro-4-[(3S)-3-methylmorpholin-4-yl]-6-(methylsulfonylmethyl)pyrimidine (1.0 g, 3.27 mmol) was dissolved in a solution of 18% DMF in a mixture of 7:3:2 DME:water:ethanol (7 mL). [4-[(2-Methylpropan-2-yl)oxycarbonylamino]phenyl]boronic acid (1.165 g, 4.91 mmol), 2M sodium carbonate solution (4 mL) and dichlorobis(triphenylphosphine)palladium catalyst (115 mg, 0.16 mmol) were then added to the solution and refluxed at 90° C. for 5 hours under nitrogen atmosphere. The reaction was allowed to co... The reactants are Cl.CN(C)CCCl (N,N-dimethyl-2-chloroethylamine hydrochloride), C(\C=C/C(=O)O)(=O)O (maleic acid), [H-].[Na+] (Sodium hydride), ClC1=CC=C(C=C1)C(OCC(=O)O)C1=CC=C(C=C1)Cl (di-(4-chlorophenyl)methyloxyacetic acid). Solvent: O (water), CN(C=O)C (dimethylformamide). Run at time 15 minute. Yields the product ClC1=CC=C(C=C1)C(OCC(=O)OCCN(C)C)C1=CC=C(C=C1)Cl (2-dimethylamino-ethyl di-(4-chlorophenyl)methyloxyacetate), maleate salt. Isolated yield 43.0%. Reaction SMILES: [H-].[Na+].[Cl:3][C:4]1[CH:9]=[CH:8][C:7]([CH:10]([C:16]2[CH:21]=[CH:20][C:19]([Cl:22])=[CH:18][CH:17]=2)[O:11][CH2:12][C:13]([OH:15])=[O:14])=[CH:6][CH:5]=1.Cl.[CH3:24][N:25]([CH2:27][CH2:28]Cl)[CH3:26].C(O)(=O)/C=C\C(O)=O>CN(C)C=O.O>[Cl:3][C:4]1[CH:9]=[CH:8][C:7]([CH:10]([C:16]2[CH:17]=[CH:18][C:19]([Cl:22])=[CH:20][CH:21]=2)[O:11][CH2:12][C:13]([O:15][CH2:28][CH2:27][N:25]([CH3:26])[CH3:24])=[O:14])=[CH:6][CH:5]=1 |f:0.1,3.4|. Procedure details: Sodium hydride (1.32 g., 80% w/w dispersion in mineral oil) was added in portions to a solution of di-(4-chlorophenyl)methyloxyacetic acid (6.2 g.) in dry dimethylformamide (30 ml.) cooled below 30°. The mixture was stirred for 15 minutes at ambient temperature after the addition was complete and N,N-dimethyl-2-chloroethylamine hydrochloride (2.88 g.) was then added. The mixture was heated at 100° for 16 hours, cooled and then poured into water (200 ml.). The aqueous mixture was extracted with e... The reactants are O=Cc1cc(Br)cs1, C1CCOC1, COC(=O)CP(=O)(OCC(F)(F)F)OCC(F)(F)F, C[Si](C)(C)[N-][Si](C)(C)C, CCOC(C)=O, [Cl-], [K+], [NH4+], O. The product is COC(=O)C=Cc1cc(Br)cs1. Reaction SMILES: [Br:30][c:31]1[cH:32][c:33]([CH:36]=[O:37])[s:34][cH:35]1.[CH2:40]1[O:41][CH2:42][CH2:43][CH2:44]1.[CH3:1][O:2][C:3]([CH2:4][P:5]([O:6][CH2:7][C:8]([F:9])([F:10])[F:11])([O:12][CH2:13][C:14]([F:15])([F:16])[F:17])=[O:18])=[O:19].[CH3:21][Si:22]([N-:23][Si:24]([CH3:25])([CH3:26])[CH3:27])([CH3:28])[CH3:29].[CH3:45][CH2:46][O:47][C:48]([CH3:49])=[O:50].[Cl-:38].[K+:20].[NH4+:39].[OH2:51]>>[CH3:1][O:2][C:3]([CH:4]=[CH:36][c:33]1[cH:32][c:31]([Br:30])[cH:35][s:34]1)=[O:19]. Procedure: a mixture of 4.16 g of 4-fluorophenylboronic acid, 9.37 g of barium hydroxide octahydrate, 2.20 g of [1,1′-bis(diphenylphosphino)ferrocene]dichloro-palladium(II) in a complex with dichloromethane (1:1) and 5.1 g of commercial 3,6-dichloro[1,2,4]triazolo[4,3-b]pyridazine in 40 cm3 of N,N-dimethylformamide containing 10 cm3 of water is heated in a bath at 80° C. for 1.5 h. The beigey-brown suspension obtained is cooled to 20° C. and then poured into approximately 200 cm3 of water. The insoluble ma... The reagents and catalysts are C1=CC=C(C=C1)P([C-]2C=CC=C2)C3=CC=CC=C3.C1=CC=C(C=C1)P([C-]2C=CC=C2)C3=CC=CC=C3.Cl[Pd]Cl.[Fe+2] ([1,1′-bis(diphenylphosphino)ferrocene]dichloro-palladium(II)). The yield is 18.5%. Solvent: CN(C=O)C (N,N-dimethylformamide), O (water), O (water). Reaction SMILES: [F:1][C:2]1[CH:7]=[CH:6][C:5](B(O)O)=[CH:4][CH:3]=1.O.O.O.O.O.O.O.O.[OH-].[Ba+2].[OH-].ClCCl.[Cl:25][C:26]1[N:30]2[N:31]=[C:32](Cl)[CH:33]=[CH:34][C:29]2=[N:28][N:27]=1>CN(C)C=O.C1C=CC(P(C2C=CC=CC=2)[C-]2C=CC=C2)=CC=1.C1C=CC(P(C2C=CC=CC=2)[C-]2C=CC=C2)=CC=1.Cl[Pd]Cl.[Fe+2].O>[Cl:25][C:26]1[N:30]2[N:31]=[C:32]([C:5]3[CH:6]=[CH:7][C:2]([F:1])=[CH:3][CH:4]=3)[CH:33]=[CH:34][C:29]2=[N:28][N:27]=1 |f:1.2.3.4.5.6.7.8.9.10.11,15.16.17.18|. Starting materials: FC1=CC=C(C=C1)B(O)O (4-fluorophenylboronic acid), O.O.O.O.O.O.O.O.[OH-].[Ba+2].[OH-] (barium hydroxide octahydrate), ClCCl (dichloromethane), ClC1=NN=C2N1N=C(C=C2)Cl (3,6-dichloro[1,2,4]triazolo[4,3-b]pyridazine). Product: ClC1=NN=C2N1N=C(C=C2)C2=CC=C(C=C2)F (3-chloro-6-(4-fluorophenyl)-1,2,4-triazolo[4,3-b]pyridazine). Run at temperature 80 celsius. Procedure details: Methylmagnesium bromide (12% THF solution, 13 mL) was added to a mixture of ethyl 8-(3,4-difluorobenzyl)-3-[3-methoxy-4-(2-methyl-1,3-oxazol-5-yl)phenyl]-5,6,7,8-tetrahydro[1,2,4]triazolo[4,3-a]pyridine-8-carboxylate (1.60 g) in THF (16 mL) under ice-cooling. The reaction mixture was stirred under ice-cooling for 1 hr, and methylmagnesium bromide (12% THF solution, 13 mL) was added under ice-cooling. The reaction mixture was stirred under ice-cooling for 1 hr, saturated aqueous ammonium chloride... Product: FC=1C=C(CC2(C=3N(CCC2)C(=NN3)C3=CC(=C(C=C3)C3=CN=C(O3)C)OC)C(C)(C)O)C=CC1F (2-{8-(3,4-difluorobenzyl)-3-[3-methoxy-4-(2-methyl-1,3-oxazol-5-yl)phenyl]-5,6,7,8-tetrahydro[1,2,4]triazolo[4,3-a]pyridin-8-yl}propan-2-ol). Reaction SMILES: [CH3:1][Mg]Br.[F:4][C:5]1[CH:6]=[C:7]([CH:37]=[CH:38][C:39]=1[F:40])[CH2:8][C:9]1(C(OCC)=O)[CH2:14][CH2:13][CH2:12][N:11]2[C:15]([C:18]3[CH:23]=[CH:22][C:21]([C:24]4[O:28][C:27]([CH3:29])=[N:26][CH:25]=4)=[C:20]([O:30][CH3:31])[CH:19]=3)=[N:16][N:17]=[C:10]12.[Cl-].[NH4+].O.[CH2:44]1[CH2:48][O:47]CC1>>[F:4][C:5]1[CH:6]=[C:7]([CH:37]=[CH:38][C:39]=1[F:40])[CH2:8][C:9]1([C:48]([OH:47])([CH3:44])[CH3:1])[CH2:14][CH2:13][CH2:12][N:11]2[C:15]([C:18]3[CH:23]=[CH:22][C:21]([C:24]4[O:28][C:27]([CH3:29])=[N:26][CH:25]=4)=[C:20]([O:30][CH3:31])[CH:19]=3)=[N:16][N:17]=[C:10]12 |f:2.3|. Reactants: C[Mg]Br (Methylmagnesium bromide), FC=1C=C(CC2(C=3N(CCC2)C(=NN3)C3=CC(=C(C=C3)C3=CN=C(O3)C)OC)C(=O)OCC)C=CC1F (ethyl 8-(3,4-difluorobenzyl)-3-[3-methoxy-4-(2-methyl-1,3-oxazol-5-yl)phenyl]-5,6,7,8-tetrahydro[1,2,4]triazolo[4,3-a]pyridine-8-carboxylate), C1CCOC1 (THF), C[Mg]Br (methylmagnesium bromide), [Cl-].[NH4+] (ammonium chloride), O (water). Starting materials: CON(C(=O)C=1C=CC(=NC1)Cl)C (O,N-dimethyl-2-chloropyridine-5-hydroxamic acid), N1C=NC=C1 (imidazole), C([O-])([O-])=O.[K+].[K+] (potassium carbonate). Solvent: CN(C(C)=O)C (N,N-dimethylacetamide). Reaction conditions: temperature 140 celsius, time 24 hour. The product is CON(C(=O)C=1C=CC(=NC1)N1C=NC=C1)C (O,N-Dimethyl-2-(imidazol-1-yl)pyridine-5-hydroxamic acid). Yield: 70.6%. RXN SMILES: [CH3:1][O:2][N:3]([CH3:13])[C:4]([C:6]1[CH:7]=[CH:8][C:9](Cl)=[N:10][CH:11]=1)=[O:5].[NH:14]1[CH:18]=[CH:17][N:16]=[CH:15]1.C(=O)([O-])[O-].[K+].[K+]>CN(C)C(=O)C>[CH3:1][O:2][N:3]([CH3:13])[C:4]([C:6]1[CH:7]=[CH:8][C:9]([N:14]2[CH:18]=[CH:17][N:16]=[CH:15]2)=[N:10][CH:11]=1)=[O:5] |f:2.3.4|. Procedure details: A suspension of O,N-dimethyl-2-chloropyridine-5-hydroxamic acid (10.0 g, 50 mmol-see Preparation 22(i)), imidazole (4.1 g, 60 mmol) and potassium carbonate (6.9 g, 50 mmol) in N,N-dimethylacetamide (200 ml) was stirred at 140° C. for 24 hours. The mixture was evaporated under reduced pressure and the residue was partitioned between dichloromethane (100 ml) and water (100 ml). The organic phase was washed with water (100 ml) and brine (50 ml) then dried (MgSO4) and evaporated under reduced pressu... Starting materials: CNC(NN)=S (4-methylthiosemicarbazide), CC(=O)C (acetone), FC(C=1C=C(C(=O)Cl)C=CC1)(F)F (3-trifluoromethylbenzoyl chloride). Run in N1=CC=CC=C1 (pyridine). Yields the product CC1(N(N=C(S1)NC)C(C1=CC(=CC=C1)C(F)(F)F)=O)C (5,5-Dimethyl-2-methylamino-4-(3-trifluoromethylbenzoyl)-4,5-dihydro-1,3,4-thiadiazole). RXN SMILES: [CH3:1][NH:2][C:3](=[S:6])[NH:4][NH2:5].[CH3:7][C:8]([CH3:10])=O.[F:11][C:12]([F:23])([F:22])[C:13]1[CH:14]=[C:15]([CH:19]=[CH:20][CH:21]=1)[C:16](Cl)=[O:17]>N1C=CC=CC=1>[CH3:7][C:8]1([CH3:10])[S:6][C:3]([NH:2][CH3:1])=[N:4][N:5]1[C:16](=[O:17])[C:15]1[CH:19]=[CH:20][CH:21]=[C:13]([C:12]([F:23])([F:22])[F:11])[CH:14]=1. Reported procedure: A 42 g. portion of 4-methylthiosemicarbazide was reacted with 200 ml. of acetone, and then with 32 g. of pyridine and 83.6 g. of 3-trifluoromethylbenzoyl chloride. The mixture was worked-up as described in Example 1 to obtain 77.5 g. of the desired product, m.p. 111°-115°, after recrystallization from nitromethane. Reactants: CNC1CC(C(=O)N2CCN(c3ccccc3C#N)CC2)N(Cc2ccccc2)C1, O=Cc1ccc(Cl)c(Cl)c1, ClCCl. Product: CN(Cc1ccc(Cl)c(Cl)c1)C1CC(C(=O)N2CCN(c3ccccc3C#N)CC2)N(Cc2ccccc2)C1. RXN SMILES: [CH2:1]([c:2]1[cH:3][cH:4][cH:5][cH:6][cH:7]1)[N:8]1[CH:9]([C:15](=[O:16])[N:17]2[CH2:18][CH2:19][N:20]([c:23]3[c:24]([C:25]#[N:26])[cH:27][cH:28][cH:29][cH:30]3)[CH2:21][CH2:22]2)[CH2:10][CH:11]([NH:13][CH3:14])[CH2:12]1.[Cl:31][c:32]1[cH:33][c:34]([CH:35]=[O:36])[cH:37][cH:38][c:39]1[Cl:40].[Cl:41][CH2:42][Cl:43]>>[CH2:1]([c:2]1[cH:3][cH:4][cH:5][cH:6][cH:7]1)[N:8]1[CH:9]([C:15](=[O:16])[N:17]2[CH2:18][CH2:19][N:20]([c:23]3[c:24]([C:25]#[N:26])[cH:27][cH:28][cH:29][cH:30]3)[CH2:21][CH2:22]2)[CH2:10][CH:11]([N:13]([CH3:14])[CH2:35][c:34]2[cH:33][c:32]([Cl:31])[c:39]([Cl:40])[cH:38][cH:37]2)[CH2:12]1.